Dataset: the Open Reaction Database (ORD), a public repository of structured organic reaction records. Task: describe an organic reaction: reactants, conditions, products, and yield The reactants are CC=1C(=NC=C(C1)C)N1CCN(CC1)C(=O)C1=C(C=C(C=C1)N1C(NC(C1C)=O)=O)F (1-{4-[4-(3,5-dimethylpyridin-2-yl)piperazine-1-carbonyl]-3-fluorophenyl}-5-methylimidazolidine-2,4-dione), CI (methyl iodide). Yields the product CC=1C(=NC=C(C1)C)N1CCN(CC1)C(=O)C1=C(C=C(C=C1)N1C(N(C(C1C)=O)C)=O)F (1-{4-[4-(3,5-dimethylpyridin-2-yl)piperazine-1-carbonyl]-3-fluorophenyl}-3,5-dimethylimidazolidine-2,4-dione). Reaction SMILES: [CH3:1][C:2]1[C:3]([N:9]2[CH2:14][CH2:13][N:12]([C:15]([C:17]3[CH:22]=[CH:21][C:20]([N:23]4[CH:27]([CH3:28])[C:26](=[O:29])[NH:25][C:24]4=[O:30])=[CH:19][C:18]=3[F:31])=[O:16])[CH2:11][CH2:10]2)=[N:4][CH:5]=[C:6]([CH3:8])[CH:7]=1.[CH3:32]I>>[CH3:1][C:2]1[C:3]([N:9]2[CH2:10][CH2:11][N:12]([C:15]([C:17]3[CH:22]=[CH:21][C:20]([N:23]4[CH:27]([CH3:28])[C:26](=[O:29])[N:25]([CH3:32])[C:24]4=[O:30])=[CH:19][C:18]=3[F:31])=[O:16])[CH2:13][CH2:14]2)=[N:4][CH:5]=[C:6]([CH3:8])[CH:7]=1. Reported procedure: Using 1-{4-[4-(3,5-dimethylpyridin-2-yl)piperazine-1-carbonyl]-3-fluorophenyl}-5-methylimidazolidine-2,4-dione (80 mg) described in Example 515 and methyl iodide (12 μl) and by the reaction and treatment in the same manner as in Example 36, the title compound (12 mg) was obtained. Reactants: [BH4-].[Na+] (Sodium borohydride), [I-].C(C)OCCOCCOC=1C(=NSN1)C=1C=[N+](C=CC1)C (3-(4-(2-(2-ethoxyethoxy)ethoxy)-1,2,5-thiadiazol-3-yl)-1-methylpyridinium iodide), Compound 43. Solvent: C(C)O (ethanol). Reaction conditions: temperature -10 celsius, time 1 hour. Yields the product C(C)OCCOCCOC=1C(=NSN1)C=1CN(CCC1)C (3-(4-(2-(2-ethoxyethoxy) ethoxy)-1,2,5-thiadiazol-3-yl)-1,2,5,6-tetrahydro-1-methylpyridine). RXN SMILES: [BH4-].[Na+].[I-].[CH2:4]([O:6][CH2:7][CH2:8][O:9][CH2:10][CH2:11][O:12][C:13]1[C:14]([C:18]2[CH:19]=[N+:20]([CH3:24])[CH:21]=[CH:22][CH:23]=2)=[N:15][S:16][N:17]=1)[CH3:5]>C(O)C>[CH2:4]([O:6][CH2:7][CH2:8][O:9][CH2:10][CH2:11][O:12][C:13]1[C:14]([C:18]2[CH2:19][N:20]([CH3:24])[CH2:21][CH2:22][CH:23]=2)=[N:15][S:16][N:17]=1)[CH3:5] |f:0.1,2.3|. Reported procedure: Sodium borohydride (230 mg, 6 mmol) was added to a solution of 3-(4-(2-(2-ethoxyethoxy)ethoxy)-1,2,5-thiadiazol-3-yl)-1-methylpyridinium iodide (3 mmol) in ethanol (99.9%, 20 ml) and the reaction mixture was stirred at -10° C. for 1 h. After evaporation the residue was dissolved in water and extracted with ethyl acetate. The dried organic phases were evaporated and the residue purified by column chromatography (SiO2, eluent: ethyl acetate/methanol (4:1)). The title compound was crystallized as t... Starting materials: ClC1=CC=C(C=N1)C1=NC2=C(N1)C=CC=C2 (2-(6-chloropyridin-3-yl)-1H-benzoimidazole), N1CCNCC1 (piperazine). Solvent: CN1C(CCC1)=O (1-methyl-2-pyrrolidone). Run at temperature 140 celsius, time 2 hour. Yields the product N1(CCNCC1)C1=CC=C(C=N1)C1=NC2=C(N1)C=CC=C2 (2-(6-piperazin-1-yl-pyridin-3-yl)-1H-benzoimidazole). Isolated yield 93.0%. As a reaction SMILES: Cl[C:2]1[N:7]=[CH:6][C:5]([C:8]2[NH:12][C:11]3[CH:13]=[CH:14][CH:15]=[CH:16][C:10]=3[N:9]=2)=[CH:4][CH:3]=1.[NH:17]1[CH2:22][CH2:21][NH:20][CH2:19][CH2:18]1>CN1CCCC1=O>[N:17]1([C:2]2[N:7]=[CH:6][C:5]([C:8]3[NH:12][C:11]4[CH:13]=[CH:14][CH:15]=[CH:16][C:10]=4[N:9]=3)=[CH:4][CH:3]=2)[CH2:22][CH2:21][NH:20][CH2:19][CH2:18]1. Procedure details: A mixture of 2-(6-chloropyridin-3-yl)-1H-benzoimidazole (0.468 g, 2.040 mmol) and piperazine (0.516 g, 6.000 mmol) in 1-methyl-2-pyrrolidone was heated to 140° C. with stirring for 2 hours. The solvent was removed in vacuo. The residue was diluted with water (100 mL) and stirred for 15 minutes. A white precipitate was formed which was collected by filtration and dried to afford the title compound in 93% yield (0.529 g, 1.900 mmol). Starting materials: BrC1=CC=C(C=C1)CCC (1-Bromo-4-propylbenzene), CC(C#C)(C)O (3-methyl-1-butyne-3-ol). The reagents and catalysts are [Cu]I (copper(I) iodide), Cl[Pd]([P](C1=CC=CC=C1)(C2=CC=CC=C2)C3=CC=CC=C3)([P](C4=CC=CC=C4)(C5=CC=CC=C5)C6=CC=CC=C6)Cl (bis(triphenylphosphine)palladium(II) chloride), C1(=CC=CC=C1)P(C1=CC=CC=C1)C1=CC=CC=C1 (triphenylphosphine). The solvent is C(C)N(CC)CC (triethylamine). Reaction conditions: time 1 hour. Yields the product CC(C#CC1=CC=C(C=C1)CCC)(C)O (3-methyl-1-(4'-propylphenyl)-1-butyne-3-ol). Yield: 60.7%. As a reaction SMILES: Br[C:2]1[CH:7]=[CH:6][C:5]([CH2:8][CH2:9][CH3:10])=[CH:4][CH:3]=1.[CH3:11][C:12]([OH:16])([CH3:15])[C:13]#[CH:14]>C(N(CC)CC)C.Cl[Pd](Cl)([P](C1C=CC=CC=1)(C1C=CC=CC=1)C1C=CC=CC=1)[P](C1C=CC=CC=1)(C1C=CC=CC=1)C1C=CC=CC=1.[Cu]I.C1(P(C2C=CC=CC=2)C2C=CC=CC=2)C=CC=CC=1>[CH3:11][C:12]([OH:16])([CH3:15])[C:13]#[C:14][C:2]1[CH:7]=[CH:6][C:5]([CH2:8][CH2:9][CH3:10])=[CH:4][CH:3]=1 |^1:26,45|. Procedure: 1-Bromo-4-propylbenzene (60 g), 3-methyl-1-butyne-3-ol (38 g), triphenylphosphine (1.3 g) and bis(triphenylphosphine)palladium(II) chloride (0.7 g) were dissolved in triethylamine (260 ml) under nitrogen atmosphere, and then copper(I) iodide (0.2 g) was added thereto. The mixture was stirred at room temperature for 1 hour, and then further stirred at 90° C. for 5 hours. The resulting precipitated crystals were filtered, and then triethylamine was distilled off, followed by extraction with chloro... The reactants are C(C(C(CC=C)O)O)O (5-Hexene-1,2,3-triol), [Si](C1=CC=CC=C1)(C1=CC=CC=C1)(C(C)(C)C)Cl (t-butyl diphenylsilyl chloride). The solvent is C(C)OCC (diethyl ether), C(Cl)Cl.CN(C=O)C (methylene chloride N,N-dimethylformamide). Reaction conditions: time 16 hour. Product: CC(C)(C)[Si](OCC(C(CC=C)O)O)(C1=CC=CC=C1)C1=CC=CC=C1 (1-[[(1,1-dimethylethyl)diphenylsilyl]oxy]-5-hexene-2.3-diol). Yield: 73.0%. Reaction SMILES: [CH2:1]([OH:9])[CH:2]([OH:8])[CH:3]([OH:7])[CH2:4][CH:5]=[CH2:6].[Si:10](Cl)([C:23]([CH3:26])([CH3:25])[CH3:24])([C:17]1[CH:22]=[CH:21][CH:20]=[CH:19][CH:18]=1)[C:11]1[CH:16]=[CH:15][CH:14]=[CH:13][CH:12]=1>C(Cl)Cl.CN(C)C=O.C(OCC)C>[CH3:26][C:23]([Si:10]([C:17]1[CH:22]=[CH:21][CH:20]=[CH:19][CH:18]=1)([C:11]1[CH:12]=[CH:13][CH:14]=[CH:15][CH:16]=1)[O:9][CH2:1][CH:2]([OH:8])[CH:3]([OH:7])[CH2:4][CH:5]=[CH2:6])([CH3:24])[CH3:25] |f:2.3|. Reported procedure: A 0° C. solution of 7.33 g of product from Example 273 in 120 ml of 5:1 dry methylene chloride/N,N-dimethylformamide is treated with 5.29 g ofimidazole and 16.77 g of t-butyl diphenylsilyl chloride. The reaction mixture is warmed to room temperature and stirred vigorously for 16 hours,diluted with diethyl ether and filtered. The filtrate is concentrated and purified by chromatography (Silica Gel: 0-50% ethyl acetate/hexane) to give 15 g of the desired product. The reactants are C(CCC)[Sn](Cl)(CCCC)CCCC (tributylchlorostannane), NaCl ice, C(C)(C)[Mg]Cl (isopropylmagnesium chloride), IC1=NN(C2=CC(=CC=C12)S(=O)(=O)C)C (3-iodo-6-methanesulfonyl-1-methyl-1H-indazole). Procedure details: In a round-bottomed flask, 3-iodo-6-methanesulfonyl-1-methyl-1H-indazole (120 mg, 0.36 mmol) was dissolved in THF (2 ml). The colorless solution was cooled to −16° C. (NaCl/ice bath) and isopropylmagnesium chloride (2.0 M in THF, 0.25 ml, 0.50 mmol) was added dropwise. The reaction mixture was stirred at −16° C. for 1 h then tributylchlorostannane (0.12 ml, 0.44 mmol) was slowly added. The reaction mixture was allowed to warm to room temperature over 2.5 h then quenched with saturated NH4Cl-solu... Yields the product CS(=O)(=O)C1=CC=C2C(=NN(C2=C1)C)[Sn](CCCC)(CCCC)CCCC (6-methanesulfonyl-1-methyl-3-tributylstannanyl-1H-indazole). Conditions: temperature -16 celsius, time 1 hour. As a reaction SMILES: I[C:2]1[C:10]2[C:5](=[CH:6][C:7]([S:11]([CH3:14])(=[O:13])=[O:12])=[CH:8][CH:9]=2)[N:4]([CH3:15])[N:3]=1.C([Mg]Cl)(C)C.[CH2:21]([Sn:25]([CH2:31][CH2:32][CH2:33][CH3:34])([CH2:27][CH2:28][CH2:29][CH3:30])Cl)[CH2:22][CH2:23][CH3:24]>C1COCC1>[CH3:14][S:11]([C:7]1[CH:6]=[C:5]2[C:10]([C:2]([Sn:25]([CH2:27][CH2:28][CH2:29][CH3:30])([CH2:31][CH2:32][CH2:33][CH3:34])[CH2:21][CH2:22][CH2:23][CH3:24])=[N:3][N:4]2[CH3:15])=[CH:9][CH:8]=1)(=[O:13])=[O:12]. Run in C1CCOC1 (THF). Reactants: ClCC(=O)Cl (Chloroacetyl chloride), C1(=CC=CC=C1)C1(NCCC2=CC=CC=C12)C1=CC=CC=C1 (1,1-diphenyl-1,2,3,4-tetrahydroisoquinoline), O.C1(=CC=C(C=C1)S(=O)(=O)O)C (p-toluenesulfonate monohydrate). The solvent is C1(=CC=CC=C1)C (toluene). The product is ClCC(=O)N1C(C2=CC=CC=C2CC1)(C1=CC=CC=C1)C1=CC=CC=C1 (2-(chloroacetyl)-1,1-diphenyl-1,2,3,4-tetrahydroisoquinoline). RXN SMILES: [Cl:1][CH2:2][C:3](Cl)=[O:4].[C:6]1([C:12]2([C:22]3[CH:27]=[CH:26][CH:25]=[CH:24][CH:23]=3)[C:21]3[C:16](=[CH:17][CH:18]=[CH:19][CH:20]=3)[CH2:15][CH2:14][NH:13]2)[CH:11]=[CH:10][CH:9]=[CH:8][CH:7]=1.O.C1(C)C=CC(S(O)(=O)=O)=CC=1>C1(C)C=CC=CC=1>[Cl:1][CH2:2][C:3]([N:13]1[CH2:14][CH2:15][C:16]2[C:21](=[CH:20][CH:19]=[CH:18][CH:17]=2)[C:12]1([C:22]1[CH:23]=[CH:24][CH:25]=[CH:26][CH:27]=1)[C:6]1[CH:11]=[CH:10][CH:9]=[CH:8][CH:7]=1)=[O:4] |f:2.3|. Procedure details: Chloroacetyl chloride (0.151 mL) was added to a solution of 1,1-diphenyl-1,2,3,4-tetrahydroisoquinoline (339 mg) and p-toluenesulfonate monohydrate (11.3 mg) in toluene (5 mL). The mixture was heated under reflux for 3 hours. The solvent was evaporated under reduced pressure, and EtOAc and an aqueous 1 M HCl solution were added to the residue. The organic layer was washed with water, a saturated aqueous sodium hydrogen carbonate solution, and saturated brine, dried over magnesium sulfate, and fi... Starting materials: BrB(Br)Br, COc1ccc(Oc2c(C)cc([N+](=O)[O-])cc2C)cc1S(=O)(=O)CC1CC1, O. Yields the product Cc1cc([N+](=O)[O-])cc(C)c1Oc1ccc(O)c(S(=O)(=O)CC2CC2)c1. RXN SMILES: [B:28]([Br:29])([Br:30])[Br:31].[CH3:1][c:2]1[c:3]([O:4][c:5]2[cH:6][cH:7][c:8]([O:18][CH3:19])[c:9]([S:11](=[O:12])(=[O:13])[CH2:14][CH:15]3[CH2:16][CH2:17]3)[cH:10]2)[c:20]([CH3:27])[cH:21][c:22]([N+:24](=[O:25])[O-:26])[cH:23]1.[OH2:32]>>[CH3:1][c:2]1[c:3]([O:4][c:5]2[cH:6][cH:7][c:8]([OH:18])[c:9]([S:11](=[O:12])(=[O:13])[CH2:14][CH:15]3[CH2:16][CH2:17]3)[cH:10]2)[c:20]([CH3:27])[cH:21][c:22]([N+:24](=[O:25])[O-:26])[cH:23]1.